From a dataset of the Open Reaction Database (ORD), a public repository of structured organic reaction records. describe an organic reaction: reactants, conditions, products, and yield The reactants are CO, COC(=O)c1cccc(-c2cc(-c3ccc(Cl)cc3)on2)c1, Cl, [Na+], C1CCOC1, [OH-], O. Yields the product O=C(O)c1cccc(-c2cc(-c3ccc(Cl)cc3)on2)c1. Reaction SMILES: [CH3:32][OH:33].[Cl:1][c:2]1[cH:3][cH:4][c:5](-[c:8]2[cH:9][c:10](-[c:13]3[cH:14][c:15]([C:16](=[O:17])[O:18][CH3:19])[cH:20][cH:21][cH:22]3)[n:11][o:12]2)[cH:6][cH:7]1.[ClH:30].[Na+:24].[O:25]1[CH2:26][CH2:27][CH2:28][CH2:29]1.[OH-:23].[OH2:31]>>[Cl:1][c:2]1[cH:3][cH:4][c:5](-[c:8]2[cH:9][c:10](-[c:13]3[cH:14][c:15]([C:16](=[O:17])[OH:18])[cH:20][cH:21][cH:22]3)[n:11][o:12]2)[cH:6][cH:7]1. The reactants are CC(=O)c1cnc(N2CCN(c3nnc(Cc4ccccc4)c(C)c3C)CC2C)cn1, C1CCOC1, CC(C)(C)[O-], C[P+](c1ccccc1)(c1ccccc1)c1ccccc1, [I-], [K+]. The product is C=C(C)c1cnc(N2CCN(c3nnc(Cc4ccccc4)c(C)c3C)CC2C)cn1. Reaction SMILES: [CH2:28]([c:29]1[cH:30][cH:31][cH:32][cH:33][cH:34]1)[c:35]1[c:36]([CH3:58])[c:37]([CH3:57])[c:38]([N:41]2[CH2:42][CH:43]([CH3:56])[N:44]([c:47]3[n:48][cH:49][c:50]([C:53]([CH3:54])=[O:55])[n:51][cH:52]3)[CH2:45][CH2:46]2)[n:39][n:40]1.[CH2:59]1[O:60][CH2:61][CH2:62][CH2:63]1.[CH3:22][C:23]([CH3:24])([O-:25])[CH3:26].[CH3:2][P+:3]([c:4]1[cH:5][cH:6][cH:7][cH:8][cH:9]1)([c:10]1[cH:11][cH:12][cH:13][cH:14][cH:15]1)[c:16]1[cH:17][cH:18][cH:19][cH:20][cH:21]1.[I-:1].[K+:27]>>[CH3:2][C:53]([c:50]1[cH:49][n:48][c:47]([N:44]2[CH:43]([CH3:56])[CH2:42][N:41]([c:38]3[c:37]([CH3:57])[c:36]([CH3:58])[c:35]([CH2:28][c:29]4[cH:30][cH:31][cH:32][cH:33][cH:34]4)[n:40][n:39]3)[CH2:46][CH2:45]2)[cH:52][n:51]1)=[CH2:54]. Reactants: S(=O)(=O)(O)C1=CC=C(C)C=C1.NC1[C@@H]2N(C(=C(CS2)COC)C(=O)OC(C2=CC=CC=C2)C2=CC=CC=C2)C1=O (diphenylmethyl 7-amino-3-methoxymethyl-3-cephem-4-carboxylate tosylate), C([O-])(O)=O.[Na+] (sodium bicarbonate). Run in C(C)OC(C)=O (ethylacetate). Yields the product NC1[C@@H]2N(C(=C(CS2)COC)C(=O)OC(C2=CC=CC=C2)C2=CC=CC=C2)C1=O (diphenylmethyl 7-amino-3-methoxymethyl-3-cephem-4-carboxylate). As a reaction SMILES: S(C1C=CC(C)=CC=1)(O)(=O)=O.[NH2:12][CH:13]1[C:39](=[O:40])[N:15]2[C:16]([C:23]([O:25][CH:26]([C:33]3[CH:38]=[CH:37][CH:36]=[CH:35][CH:34]=3)[C:27]3[CH:32]=[CH:31][CH:30]=[CH:29][CH:28]=3)=[O:24])=[C:17]([CH2:20][O:21][CH3:22])[CH2:18][S:19][C@H:14]12.C(=O)(O)[O-].[Na+]>C(OC(=O)C)C>[NH2:12][CH:13]1[C:39](=[O:40])[N:15]2[C:16]([C:23]([O:25][CH:26]([C:33]3[CH:34]=[CH:35][CH:36]=[CH:37][CH:38]=3)[C:27]3[CH:32]=[CH:31][CH:30]=[CH:29][CH:28]=3)=[O:24])=[C:17]([CH2:20][O:21][CH3:22])[CH2:18][S:19][C@H:14]12 |f:0.1,2.3|. Procedure: A solution of 570 mg of diphenylmethyl 7-amino-3-methoxymethyl-3-cephem-4-carboxylate tosylate in 30 ml of ethylacetate containing 10 ml of aqueous sodium bicarbonate was stirred for five minutes and then concentrated to dryness to give diphenylmethyl 7-amino-3-methoxymethyl-3-cephem-4-carboxylate as a white foam. The foam was dissolved in 20 ml of acetonitrile and added in one portion to a stirred solution of 301 mg of D-N-tert.-butoxycarbonyl-2-naphthylglycine in 20 ml of acetonitrile containi... Reactants: FC=1C=CC(=C(C1)C(CC(CNC=1C=C2COC(=O)C2=CC1)(C(F)(F)F)O)(C)C)O ((−)-5-[4-(5-fluoro-2-hydroxyphenyl)-2-hydroxy-4-methyl-2-trifluoromethyl-pentylamino]-phthalide), BrN1C(CCC1=O)=O (N-bromosuccinimide). The solvent is C(C)(=O)OCC (ethyl acetate), CN(C=O)C (dimethylformamide). The product is BrC1=C2COC(=O)C2=CC=C1NCC(CC(C)(C)C1=C(C=CC(=C1)F)O)(C(F)(F)F)O ((−)-4-Bromo-5-[4-(5-fluoro-2-hydroxyphenyl)-2-hydroxy-4-methyl-2-trifluoromethyl-pentylamino]-phthalide). Reaction SMILES: [F:1][C:2]1[CH:3]=[CH:4][C:5]([OH:30])=[C:6]([C:8]([CH3:29])([CH3:28])[CH2:9][C:10]([OH:27])([C:23]([F:26])([F:25])[F:24])[CH2:11][NH:12][C:13]2[CH:14]=[C:15]3[C:20](=[CH:21][CH:22]=2)[C:18](=[O:19])[O:17][CH2:16]3)[CH:7]=1.[Br:31]N1C(=O)CCC1=O>CN(C)C=O.C(OCC)(=O)C>[Br:31][C:14]1[C:13]([NH:12][CH2:11][C:10]([OH:27])([C:23]([F:24])([F:26])[F:25])[CH2:9][C:8]([C:6]2[CH:7]=[C:2]([F:1])[CH:3]=[CH:4][C:5]=2[OH:30])([CH3:28])[CH3:29])=[CH:22][CH:21]=[C:20]2[C:15]=1[CH2:16][O:17][C:18]2=[O:19]. Procedure details: 55 mg of (−)-5-[4-(5-fluoro-2-hydroxyphenyl)-2-hydroxy-4-methyl-2-trifluoromethyl-pentylamino]-phthalide is mixed under nitrogen in 1 ml of dimethylformamide at 2° C. with 18 mg of N-bromosuccinimide. After 2 hours at this temperature, it is diluted with 20 ml of ethyl acetate, extracted with water, and the organic phase is dried (Na2SO4) and concentrated by evaporation. With chromatography on silica gel, the title compound in crystalline form is eluted with hexane/ethyl acetate (4:1), flash poi... Starting materials: N1(CCOCC1)CC(=O)N1CCC(CC1)C1=CC(=C(O1)C=1C=C2CCC(C2=CC1)=NO)C1=CC=NC=C1 (5-{5-[1-(2-Morpholin-4-ylethanoyl)piperidin-4-yl]-3-pyridin-4-ylfuran-2-yl}indan-1-one oxime), N1CCCCC1 (piperidine). Product: N1(CCCCC1)CC(=O)N1CCC(CC1)C1=CC(=C(O1)C=1C=C2CCC(C2=CC1)=NO)C1=CC=NC=C1 (5-{5-[1-(2-Piperidin-1-ylethanoyl)piperidin-4-yl]-3-pyridin-4-ylfuran-2-yl}indan-1-one oxime). Isolated yield 18.0%. RXN SMILES: [N:1]1([CH2:7][C:8]([N:10]2[CH2:15][CH2:14][CH:13]([C:16]3[O:20][C:19]([C:21]4[CH:22]=[C:23]5[C:27](=[CH:28][CH:29]=4)[C:26](=[N:30][OH:31])[CH2:25][CH2:24]5)=[C:18]([C:32]4[CH:37]=[CH:36][N:35]=[CH:34][CH:33]=4)[CH:17]=3)[CH2:12][CH2:11]2)=[O:9])[CH2:6][CH2:5]O[CH2:3][CH2:2]1.N1CCCC[CH2:39]1>>[N:1]1([CH2:7][C:8]([N:10]2[CH2:11][CH2:12][CH:13]([C:16]3[O:20][C:19]([C:21]4[CH:22]=[C:23]5[C:27](=[CH:28][CH:29]=4)[C:26](=[N:30][OH:31])[CH2:25][CH2:24]5)=[C:18]([C:32]4[CH:33]=[CH:34][N:35]=[CH:36][CH:37]=4)[CH:17]=3)[CH2:14][CH2:15]2)=[O:9])[CH2:6][CH2:5][CH2:39][CH2:3][CH2:2]1. Procedure details: The title compound (0.03 g, 18%) was prepared from the product of Example 47 Step 1 and piperidine using the method of Example 47 Step 2; MS(ES+) m/e 484 [M+H]+.